This data is from the Open Reaction Database (ORD), a public repository of structured organic reaction records. The task is: describe an organic reaction: reactants, conditions, products, and yield Starting materials: COC=1C=C(C=CC1OC)NC=1C2=C(N=C(N1)N1CC(CCC1)C(=O)NC1=CC(=C(C(=O)OC)C=C1)OC)SC=N2 (methyl 4-(1-(7-(3,4-dimethoxyphenylamino)thiazolo[5,4-d]pyrimidin-5-yl)piperidine-3-carboxamido)-2-methoxybenzoate), [OH-].[Na+] (NaOH). Solvent: O1CCOCC1.O (dioxane H2O). Run at temperature 35 celsius, time 1 hour. Yields the product COC=1C=C(C=CC1OC)NC=1C2=C(N=C(N1)N1CC(CCC1)C(=O)NC1=CC(=C(C(=O)O)C=C1)OC)SC=N2 (4-(1-(7-(3,4-dimethoxyphenylamino)thiazolo[5,4-d]pyrimidin-5-yl)piperidine-3-carboxamido)-2-methoxybenzoic acid). The yield is 54.7%. RXN SMILES: [CH3:1][O:2][C:3]1[CH:4]=[C:5]([NH:11][C:12]2[C:13]3[N:41]=[CH:40][S:39][C:14]=3[N:15]=[C:16]([N:18]3[CH2:23][CH2:22][CH2:21][CH:20]([C:24]([NH:26][C:27]4[CH:36]=[CH:35][C:30]([C:31]([O:33]C)=[O:32])=[C:29]([O:37][CH3:38])[CH:28]=4)=[O:25])[CH2:19]3)[N:17]=2)[CH:6]=[CH:7][C:8]=1[O:9][CH3:10].[OH-].[Na+]>O1CCOCC1.O>[CH3:1][O:2][C:3]1[CH:4]=[C:5]([NH:11][C:12]2[C:13]3[N:41]=[CH:40][S:39][C:14]=3[N:15]=[C:16]([N:18]3[CH2:23][CH2:22][CH2:21][CH:20]([C:24]([NH:26][C:27]4[CH:36]=[CH:35][C:30]([C:31]([OH:33])=[O:32])=[C:29]([O:37][CH3:38])[CH:28]=4)=[O:25])[CH2:19]3)[N:17]=2)[CH:6]=[CH:7][C:8]=1[O:9][CH3:10] |f:1.2,3.4|. Reported procedure: To a solution of methyl 4-(1-(7-(3,4-dimethoxyphenylamino)thiazolo[5,4-d]pyrimidin-5-yl)piperidine-3-carboxamido)-2-methoxybenzoate (126 mg, 0.22 mmol) in dioxane/H2O (8 mL/8 mL) was added NaOH (75 mg, 1.9 mmol), the reaction mixture was heated to 35° C. with stirring for 1 hour, the dioxane was removed in vacuo, and the aqueous layer was adjusted to pH=4-5 with conc. HCl, the precipitate was collected by filtration and washed with methanol (5 mL) to afford 4-(1-(7-(3,4-dimethoxyphenylamino)thia...